This data is from the Open Reaction Database (ORD), a public repository of structured organic reaction records. The task is: describe an organic reaction: reactants, conditions, products, and yield Reactants: [OH-].[Na+] (NaOH), COC(C1=CC=C(C=C1)N1C(CCC1)=O)=O (4-(2-oxo-pyrrolidin-1-yl)-benzoic acid methyl ester), Cl (HCl). Solvent: CO (MeOH), O (H2O). Run at time 1 hour. Yields the product O=C1N(CCC1)C1=CC=C(C(=O)O)C=C1 (4-(2-oxo-pyrrolidin-1-yl)-benzoic acid). Isolated yield 66.5%. As a reaction SMILES: [OH-].[Na+].C[O:4][C:5](=[O:18])[C:6]1[CH:11]=[CH:10][C:9]([N:12]2[CH2:16][CH2:15][CH2:14][C:13]2=[O:17])=[CH:8][CH:7]=1.Cl>CO.O>[O:17]=[C:13]1[CH2:14][CH2:15][CH2:16][N:12]1[C:9]1[CH:10]=[CH:11][C:6]([C:5]([OH:18])=[O:4])=[CH:7][CH:8]=1 |f:0.1|. Procedure details: A mixture of pyrrolidin-2-one (500 mg, 5.9 mmol), 4-bromo benzoic acid methyl ester (1.5 g, 6.97 mmol), Pd2(dba)3 (135 mg, 0.14 mmol), xantphos (256 mg, 0.44 mmol) and cesium carbonate (2.7 g, 8.28 mmol) in dioxane (2 mL) in a sealed tube was subjected to reaction in a microwave reactor (time: 20 min, temp: 105° C., power: zero). The reaction mixture was filtered through celite and the filtrate collected was concentrated under reduced pressure. The residue was diluted with cold water, extracted ... Starting materials: O.C1(=CC=C(C=C1)S(=O)(=O)O)C (p-toluenesulfonic acid monohydrate), C[O-].[Na+] (sodium methanolate), BrC1=CC=C(C=O)C=C1 (4-bromobenzaldehyde), C(OC)(OC)OC (trimethyl orthoformate). Solvent: CO (methanol), CO (methanol). Conditions: time 20 hour. Yields the product COC(C1=CC=C(C=C1)Br)OC (4-Bromobenzaldehyde dimethyl acetal). RXN SMILES: [Br:1][C:2]1[CH:9]=[CH:8][C:5](C=O)=[CH:4][CH:3]=1.[CH:10](OC)([O:13][CH3:14])[O:11][CH3:12].O.C1(C)C=CC(S(O)(=O)=O)=CC=1.C[O-].[Na+]>CO>[CH3:12][O:11][CH:10]([O:13][CH3:14])[C:5]1[CH:8]=[CH:9][C:2]([Br:1])=[CH:3][CH:4]=1 |f:2.3,4.5|. Procedure details: 21.1 g (114 mmol) of 4-bromobenzaldehyde and 20 ml (182 mmol) of trimethyl orthoformate (both Fluka, Buchs, Switzerland) are dissolved in 35 ml of methanol, and 0.65 g (3.4 mmol) of p-toluenesulfonic acid monohydrate is added at room temperature (exothermic reaction). The reaction mixture is stirred at room temperature under nitrogen for 20 hours. The acid is then neutralised with 0.62 ml of 30% sodium methanolate solution in methanol (3.4 mmol); the reaction mixture is concentrated using a rota...